Dataset: the Open Reaction Database (ORD), a public repository of structured organic reaction records. Task: describe an organic reaction: reactants, conditions, products, and yield Starting materials: CN1CCN(CCC1)C1CCN(CC1)CC1=CC=CC=C1 (hexahydro-1-methyl-4-[1-(phenylmethyl)-4-piperidinyl]-1H-1,4-diazepine). The reagents and catalysts are [OH-].[OH-].[Pd+2] (Pearlman's catalyst). The product is CN1CCN(CCC1)C1CCNCC1 (Hexahydro-1-methyl-4-(4-piperidinyl)-1H-1,4-diazepine). Reaction SMILES: [CH3:1][N:2]1[CH2:8][CH2:7][CH2:6][N:5]([CH:9]2[CH2:14][CH2:13][N:12](CC3C=CC=CC=3)[CH2:11][CH2:10]2)[CH2:4][CH2:3]1>[OH-].[OH-].[Pd+2]>[CH3:1][N:2]1[CH2:8][CH2:7][CH2:6][N:5]([CH:9]2[CH2:14][CH2:13][NH:12][CH2:11][CH2:10]2)[CH2:4][CH2:3]1 |f:1.2.3|. Reported procedure: Prepared analogously to Example A3f) from hexahydro-1-methyl-4-[1-(phenylmethyl)-4-piperidinyl]-1H-1,4-diazepine by hydrogenolysis but using Pearlman's catalyst instead of palladium/charcoal, in a quantitative yield. Colourless viscous oil. Reactants: CC(=CC)[Mg]Br (1-Methyl-1-propenyl magnesium bromide), FC1=CC=C(C(=N1)N1CC2=CC=CC=C2CC1)[N+](=O)[O-] (2-(6-fluoro-3-nitropyridin-2-yl)-1,2,3,4-tetrahydroisoquinoline), [Cl-].[NH4+] (Ammonium chloride). The solvent is O1CCCC1 (tetrahydrofuran). Conditions: time 1 hour. Product: FC=1C=C2C(=C(N1)N1CC3=CC=CC=C3CC1)NC(=C2C)C (2-(5-fluoro-2,3-dimethyl-1H-pyrrolo[2,3-c]pyridin-7-yl)-1,2,3,4-tetrahydroisoquinoline). Isolated yield 32.0%. Reaction SMILES: [CH3:1][C:2]([Mg]Br)=[CH:3][CH3:4].[F:7][C:8]1[N:13]=[C:12]([N:14]2[CH2:23][CH2:22][C:21]3[C:16](=[CH:17][CH:18]=[CH:19][CH:20]=3)[CH2:15]2)[C:11]([N+:24]([O-])=O)=[CH:10][CH:9]=1.[Cl-].[NH4+]>O1CCCC1>[F:7][C:8]1[CH:9]=[C:10]2[C:3]([CH3:4])=[C:2]([CH3:1])[NH:24][C:11]2=[C:12]([N:14]2[CH2:23][CH2:22][C:21]3[C:16](=[CH:17][CH:18]=[CH:19][CH:20]=3)[CH2:15]2)[N:13]=1 |f:2.3|. Procedure: 1-Methyl-1-propenyl magnesium bromide (0.5M in tetrahydrofuran solution; 138 ml, 68.9 mmol) was slowly added at −78° C. to a solution of 2-(6-fluoro-3-nitropyridin-2-yl)-1,2,3,4-tetrahydroisoquinoline (5.38 g, 19.7 mmol) prepared in Step 2 in anhydrous tetrahydrofuran (150 ml). The reaction mixture was stirred for 1 hour at the same temperature, slowly warmed to room temperature, and then stirred overnight. 20% (w/v) Ammonium chloride solution was added to the reaction mixture, which was then ex... Product: CCOC(=O)c1c(Cl)c2sccc2[nH]c1=O. Starting materials: CCOC(=O)c1c(Cl)nc2ccsc2c1Cl, CC(=O)O, CC(=O)[O-], [NH4+], O. As a reaction SMILES: [CH2:6]([CH3:7])[O:8][C:9](=[O:10])[c:11]1[c:12]([Cl:21])[c:13]2[c:14]([n:15][c:16]1[Cl:17])[cH:18][cH:19][s:20]2.[CH3:23][C:24](=[O:25])[OH:26].[CH3:2][C:3]([O-:4])=[O:5].[NH4+:1].[OH2:22]>>[O:4]=[c:16]1[c:11]([C:9]([O:8][CH2:6][CH3:7])=[O:10])[c:12]([Cl:21])[c:13]2[c:14]([nH:15]1)[cH:18][cH:19][s:20]2.